Dataset: the Open Reaction Database (ORD), a public repository of structured organic reaction records. Task: describe an organic reaction: reactants, conditions, products, and yield The reactants are ClC1=NOC(=N1)C1CN(CC(C1)C1=CC=C(C=C1)C(F)(F)F)C(=O)N1CCOCC1 ({3-(3-Chloro-1,2,4-oxadiazol-5-yl)-5-[4-(trifluoromethyl)phenyl]piperidin-1-yl}(morpholin-4-yl)methanone), C[O-].[Na+] (sodium methoxide), O (water). Solvent: CO (methanol). The product is COC1=NOC(=N1)C1CN(CC(C1)C1=CC=C(C=C1)C(F)(F)F)C(=O)N1CCOCC1 ({3-(3-Methoxy-1,2,4-oxadiazol-5-yl)-5-[4-(trifluoromethyl)phenyl]piperidin-1-yl}(morpholin-4-yl)methanone). Reaction SMILES: Cl[C:2]1[N:6]=[C:5]([CH:7]2[CH2:12][CH:11]([C:13]3[CH:18]=[CH:17][C:16]([C:19]([F:22])([F:21])[F:20])=[CH:15][CH:14]=3)[CH2:10][N:9]([C:23]([N:25]3[CH2:30][CH2:29][O:28][CH2:27][CH2:26]3)=[O:24])[CH2:8]2)[O:4][N:3]=1.[CH3:31][O-:32].[Na+].O>CO>[CH3:31][O:32][C:2]1[N:6]=[C:5]([CH:7]2[CH2:12][CH:11]([C:13]3[CH:18]=[CH:17][C:16]([C:19]([F:22])([F:21])[F:20])=[CH:15][CH:14]=3)[CH2:10][N:9]([C:23]([N:25]3[CH2:30][CH2:29][O:28][CH2:27][CH2:26]3)=[O:24])[CH2:8]2)[O:4][N:3]=1 |f:1.2|. Reported procedure: To a solution of 100 mg (0.225 mmol) of the oxadiazole from Example 23A in 8.0 ml of methanol were added 60.79 mg (1.124 mmol) of sodium methoxide, and then the reaction mixture was stirred under reflux for 18 h. The reaction mixture was admixed with water and extracted with dichloromethane. The organic phase was dried over magnesium sulphate, filtered and concentrated under reduced pressure. The crude product was purified by means of preparative HPLC. Yield: 32.0 mg (31% of theory)